Dataset: the Open Reaction Database (ORD), a public repository of structured organic reaction records. Task: describe an organic reaction: reactants, conditions, products, and yield Starting materials: CC(=O)OC(C)C(=O)NCCC1CCc2ccc3nc(C)oc3c21, [Na+], C1CCOC1, [OH-]. The product is Cc1nc2ccc3c(c2o1)C(CCNC(=O)C(C)O)CC3. RXN SMILES: [C:1](=[O:2])([CH3:3])[O:4][CH:5]([C:6](=[O:7])[NH:8][CH2:9][CH2:10][CH:11]1[CH2:12][CH2:13][c:14]2[cH:15][cH:16][c:17]3[n:18][c:19]([CH3:23])[o:20][c:21]3[c:22]21)[CH3:24].[Na+:26].[O:27]1[CH2:28][CH2:29][CH2:30][CH2:31]1.[OH-:25]>>[OH:4][CH:5]([C:6](=[O:7])[NH:8][CH2:9][CH2:10][CH:11]1[CH2:12][CH2:13][c:14]2[cH:15][cH:16][c:17]3[n:18][c:19]([CH3:23])[o:20][c:21]3[c:22]21)[CH3:24].